This data is from the Open Reaction Database (ORD), a public repository of structured organic reaction records. The task is: describe an organic reaction: reactants, conditions, products, and yield Starting materials: NC1=NC(=C(C(=N1)Cl)C(C)=O)Cl (1-(2-Amino-4,6-dichloro-pyrimidin-5-yl)-ethanone), NN (hydrazine). Solvent: C(Cl)Cl (CH2Cl2). The product is ClC1=C2C(=NC(=N1)N)NN=C2C (4-Chloro-3-methyl-1H-pyrazolo[3,4-d]pyrimidin-6-ylamine). The yield is 53.6%. As a reaction SMILES: [NH2:1][C:2]1[N:7]=[C:6]([Cl:8])[C:5]([C:9](=O)[CH3:10])=[C:4](Cl)[N:3]=1.[NH2:13][NH2:14]>C(Cl)Cl>[Cl:8][C:6]1[N:7]=[C:2]([NH2:1])[N:3]=[C:4]2[NH:13][N:14]=[C:9]([CH3:10])[C:5]=12. Procedure details: 1-(2-Amino-4,6-dichloro-pyrimidin-5-yl)-ethanone (200 mg, 0.97 mmol) was dissolved in CH2Cl2 and treated with anhydrous hydrazine (31 mg, 0.97 mmol, 1 equiv.) at r.t. overnight. The precipitate was collected by filtration, washed with CH2Cl2, dissolved in DMSO (0.5 mL), and partitioned between EtOAc (100 mL) and water (25 mL). The organic layer was dried (brine, Na2SO4) and concentrated to afford the title compound as a white solid (95 mg, 0.52 mmol, 53%). Reactants: FC1=CC=C(OC2=CC=C(C=C2)C=2C=C(C(=O)O)C=C(N2)C)C=C1 (2-(4-(4-fluorophenoxy)phenyl)-6-methylisonicotinic acid), S(=O)(Cl)Cl (Thionyl chloride). Run in C(Cl)Cl (DCM). The product is FC1=CC=C(OC2=CC=C(C=C2)C=2C=C(C(=O)Cl)C=C(N2)C)C=C1 (2-(4-(4-fluorophenoxy)phenyl)-6-methylisonicotinoyl chloride). Reaction SMILES: [F:1][C:2]1[CH:24]=[CH:23][C:5]([O:6][C:7]2[CH:12]=[CH:11][C:10]([C:13]3[CH:14]=[C:15]([CH:19]=[C:20]([CH3:22])[N:21]=3)[C:16](O)=[O:17])=[CH:9][CH:8]=2)=[CH:4][CH:3]=1.S(Cl)([Cl:27])=O>C(Cl)Cl>[F:1][C:2]1[CH:24]=[CH:23][C:5]([O:6][C:7]2[CH:12]=[CH:11][C:10]([C:13]3[CH:14]=[C:15]([CH:19]=[C:20]([CH3:22])[N:21]=3)[C:16]([Cl:27])=[O:17])=[CH:9][CH:8]=2)=[CH:4][CH:3]=1. Reported procedure: A 50 mL round bottom flask was charged with 2-(4-(4-fluorophenoxy)phenyl)-6-methylisonicotinic acid (116 mg, 0.36 mmol) suspended in DCM and cooled in an ice bath for 20 minutes. Thionyl chloride (2 mL) was added to the suspension, which became a solution in about 10 minutes. The ice bath was removed and the reaction mixture was concentrated under reduced pressure to give 2-(4-(4-fluorophenoxy)phenyl)-6-methylisonicotinoyl chloride which was used without purification for the next reaction. Starting materials: N[C@H](C(=O)OC)CC=1N=CN(C1)C(C1=CC=CC=C1)(C1=CC=CC=C1)C1=CC=CC=C1 (methyl (2S)-2-amino-3-(1-trityl-1H-imidazol-4-yl)propanoate), ClCCN(S(=O)(=O)C1=CC=C(C=C1)C)CCCl (N,N-Bis(2-chloroethyl)-4-methylbenzenesulfonamide). The solvent is C(C)(C)N(CC)C(C)C (diisopropylethylamine), C(C)#N (acetonitrile). Conditions: time 20 minute. Yields the product CC1=CC=C(C=C1)S(=O)(=O)N1CCN(CC1)[C@H](C(=O)OC)CC=1N=CN(C1)C(C1=CC=CC=C1)(C1=CC=CC=C1)C1=CC=CC=C1 (Methyl (2S)-2-{4-[(4-methylphenyl)sulfonyl]-1-piperazinyl}-3-(1-trityl-1H-imidazol-4-yl)propanoate). Yield: 19.0%. Reaction SMILES: [NH2:1][C@@H:2]([CH2:7][C:8]1[N:9]=[CH:10][N:11]([C:13]([C:26]2[CH:31]=[CH:30][CH:29]=[CH:28][CH:27]=2)([C:20]2[CH:25]=[CH:24][CH:23]=[CH:22][CH:21]=2)[C:14]2[CH:19]=[CH:18][CH:17]=[CH:16][CH:15]=2)[CH:12]=1)[C:3]([O:5][CH3:6])=[O:4].Cl[CH2:33][CH2:34][N:35]([CH2:46][CH2:47]Cl)[S:36]([C:39]1[CH:44]=[CH:43][C:42]([CH3:45])=[CH:41][CH:40]=1)(=[O:38])=[O:37]>C(N(C(C)C)CC)(C)C.C(#N)C>[CH3:45][C:42]1[CH:43]=[CH:44][C:39]([S:36]([N:35]2[CH2:34][CH2:33][N:1]([C@@H:2]([CH2:7][C:8]3[N:9]=[CH:10][N:11]([C:13]([C:26]4[CH:27]=[CH:28][CH:29]=[CH:30][CH:31]=4)([C:20]4[CH:21]=[CH:22][CH:23]=[CH:24][CH:25]=4)[C:14]4[CH:19]=[CH:18][CH:17]=[CH:16][CH:15]=4)[CH:12]=3)[C:3]([O:5][CH3:6])=[O:4])[CH2:47][CH2:46]2)(=[O:38])=[O:37])=[CH:40][CH:41]=1. Procedure: A suspension of methyl (2S)-2-amino-3-(1-trityl-1H-imidazol-4-yl)propanoate (1 g, 2.4 mmol) in diisopropylethylamine (5 ml), was stirred at room temperature for 20 minutes. N,N-Bis(2-chloroethyl)-4-methylbenzenesulfonamide (720 mg, 2.4 mmol) was added and the mixture was stirred at reflux for 3 hours. The mixture was allowed to cool and diluted with acetonitrile. The resultant solution was concentrated under reduced pressure and the residue was suspended in aqueous sodium carbonate solution and ... Starting materials: ClC1=CC=C(C=C1)C(N1CC(C1)=CS(=O)(=O)CC1=CC(=CC(=C1)F)F)C1=CC=C(C=C1)C=O ((−)-1-[(4-Chlorophenyl)(4-formylphenyl)methyl]-3-[(3,5-difluorophenyl)methylsulfonyl-methylene]azetidine), aqueous solution, solution, Cl (hydrochloric acid), ClC1=CC=C(C=C1)C(N1CC(C1)=C(S(=O)(=O)C)C1=CC(=CC(=C1)F)F)C1=CC=C(C=C1)C1OCCO1 ((+)-1-{(4-chlorophenyl)[4-(1,3-dioxolan-2-yl)phenyl]methyl}-3-[(3,5-difluorophenyl)(methylsulfonyl)methylene]azetidine), [OH-].[Na+] (sodium hydroxide). Solvent: O (water), ClCCl (Dichloromethane), O1CCCC1 (tetrahydrofuran). Run at time 20 hour. Yields the product ClC1=CC=C(C=C1)C(N1CC(C1)=C(S(=O)(=O)C)C1=CC(=CC(=C1)F)F)C1=CC=C(C=C1)C=O ((−)-1-[(4-chlorophenyl)(4-formylphenyl)methyl]-3-[(3,5-difluorophenyl)(methylsulfonyl)methylene]azetidine). Isolated yield 105.1%. Reaction SMILES: ClC1C=CC(C(C2C=CC(C=O)=CC=2)N2CC(=CS(CC3C=C(F)C=C(F)C=3)(=O)=O)C2)=CC=1.Cl.[Cl:35][C:36]1[CH:41]=[CH:40][C:39]([CH:42]([C:60]2[CH:65]=[CH:64][C:63]([CH:66]3OCC[O:67]3)=[CH:62][CH:61]=2)[N:43]2[CH2:46][C:45](=[C:47]([C:52]3[CH:57]=[C:56]([F:58])[CH:55]=[C:54]([F:59])[CH:53]=3)[S:48]([CH3:51])(=[O:50])=[O:49])[CH2:44]2)=[CH:38][CH:37]=1.[OH-].[Na+]>O1CCCC1.O.ClCCl>[Cl:35][C:36]1[CH:41]=[CH:40][C:39]([CH:42]([C:60]2[CH:61]=[CH:62][C:63]([CH:66]=[O:67])=[CH:64][CH:65]=2)[N:43]2[CH2:44][C:45](=[C:47]([C:52]3[CH:53]=[C:54]([F:59])[CH:55]=[C:56]([F:58])[CH:57]=3)[S:48]([CH3:51])(=[O:50])=[O:49])[CH2:46]2)=[CH:38][CH:37]=1 |f:3.4|. Procedure: (−)-1-[(4-Chlorophenyl)(4-formylphenyl)methyl]-3-[(3,5-difluorophenyl)methylsulfonyl-methylene]azetidine may be prepared in the following manner: 3.32 cm3 of a 5 N solution of hydrochloric acid are poured into a solution of 0.83 g of (+)-1-{(4-chlorophenyl)[4-(1,3-dioxolan-2-yl)phenyl]methyl}-3-[(3,5-difluorophenyl)(methylsulfonyl)methylene]azetidine in 5 cm3 of tetrahydrofuran and then the mixture is kept stirring for 20 hours. Dichloromethane and water are added to the reaction medium followed... The reactants are C(C)N1C=C(C(C2=CC(=C(C(=C12)F)F)F)=O)C(=O)O (1-ethyl-6,7,8-trifluoro-1,4-dihydro-4-oxo-3-quinolinecarboxylic acid), Br.Br.C12NCC(NC1)C2 (2,5-diazabicyclo(2.2.1)heptane dihydrobromide), N12CCCCCC2=NCCC1 (1,8-diazabicyclo(5.4.0)undec-7ene). The solvent is C(C)#N (acetonitrile). Run at time 2 hour. Product: C12N(CC(NC1)C2)C2=C(C=C1C(C(=CN(C1=C2F)CC)C(=O)O)=O)F (7-[2,5-Diazabicyclo(2.2.1)hept-2-yl]-1-ethyl-6,8-difluoro-1,4-dihydro-4-oxo-3-quinolinecarboxylic acid). Yield: 85.9%. RXN SMILES: [CH2:1]([N:3]1[C:12]2[C:7](=[CH:8][C:9]([F:15])=[C:10](F)[C:11]=2[F:13])[C:6](=[O:16])[C:5]([C:17]([OH:19])=[O:18])=[CH:4]1)[CH3:2].Br.Br.[CH:22]12[CH2:28][CH:25]([NH:26][CH2:27]1)[CH2:24][NH:23]2.N12CCCN=C1CCCCC2>C(#N)C>[CH:22]12[CH2:28][CH:25]([NH:26][CH2:27]1)[CH2:24][N:23]2[C:10]1[C:11]([F:13])=[C:12]2[C:7]([C:6](=[O:16])[C:5]([C:17]([OH:19])=[O:18])=[CH:4][N:3]2[CH2:1][CH3:2])=[CH:8][C:9]=1[F:15] |f:1.2.3|. Reported procedure: A solution of 0.54 g (2.0 mmol) of 1-ethyl-6,7,8-trifluoro-1,4-dihydro-4-oxo-3-quinolinecarboxylic acid, 0.57 g (2.2 mmol) of 2,5-diazabicyclo(2.2.1)heptane dihydrobromide [P. S. Portoghese and A. A. Mikhail, J. Org. Chem., 31, 1059 (1966)], 0.90 ml (6.0 mmol) of 1,8-diazabicyclo(5.4.0)undec-7ene, and 20 ml of acetonitrile was heated under reflux for one hour and stirred at room temperature for two hours. The reaction mixture was filtered and the solid was washed with ethanol to give 0.60 g of t... Starting materials: Br, ClCCl, CO, C(=NC1CCCCC1)=NC1CCCCC1, ClC(Cl)Cl, O=C(O)CCCN1CCOCC1, CCCCCc1cc(O)c2c(c1)OC(C)(C)C1CCC(C)=CC21. Yields the product Br, CCCCCc1cc(OC(=O)CCCN2CCOCC2)c2c(c1)OC(C)(C)C1CCC(C)=CC21. RXN SMILES: [BrH:24].[CH2:52]([Cl:53])[Cl:54].[CH3:55][OH:56].[CH:37]1([N:38]=[C:39]=[N:40][CH:41]2[CH2:42][CH2:43][CH2:44][CH2:45][CH2:46]2)[CH2:47][CH2:48][CH2:49][CH2:50][CH2:51]1.[Cl:57][CH:58]([Cl:59])[Cl:60].[O:25]1[CH2:26][CH2:27][N:28]([CH2:31][CH2:32][CH2:33][C:34](=[O:35])[OH:36])[CH2:29][CH2:30]1.[OH:1][c:2]1[cH:3][c:4]([CH2:19][CH2:20][CH2:21][CH2:22][CH3:23])[cH:5][c:6]2[c:11]1[CH:10]1[CH:9]([C:8]([CH3:17])([CH3:18])[O:7]2)[CH2:15][CH2:14][C:13]([CH3:16])=[CH:12]1>>[BrH:24].[O:1]([c:2]1[cH:3][c:4]([CH2:19][CH2:20][CH2:21][CH2:22][CH3:23])[cH:5][c:6]2[c:11]1[CH:10]1[CH:9]([C:8]([CH3:17])([CH3:18])[O:7]2)[CH2:15][CH2:14][C:13]([CH3:16])=[CH:12]1)[C:34]([CH2:33][CH2:32][CH2:31][N:28]1[CH2:27][CH2:26][O:25][CH2:30][CH2:29]1)=[O:35]. Reactants: O.O.[Na].[Na].C(=O)(O)C1=CC=C(C=C1)C=1C=C2C=CC(NC2=CC1)=O (6-[4-carboxyphenyl]-2-(1H)-quinolone disodium salt dihydrate), N (ammonia). Run in S(=O)(Cl)Cl (thionyl chloride). Product: C(N)(=O)C1=CC=C(C=C1)C=1C=C2C=CC(NC2=CC1)=O (6-[4-carbamoylphenyl]-2-(1H)-quinolone). Reaction SMILES: O.O.[Na].[Na].[C:5]([C:8]1[CH:13]=[CH:12][C:11]([C:14]2[CH:15]=[C:16]3[C:21](=[CH:22][CH:23]=2)[NH:20][C:19](=[O:24])[CH:18]=[CH:17]3)=[CH:10][CH:9]=1)(O)=[O:6].[NH3:25]>S(Cl)(Cl)=O>[C:5]([C:8]1[CH:13]=[CH:12][C:11]([C:14]2[CH:15]=[C:16]3[C:21](=[CH:22][CH:23]=2)[NH:20][C:19](=[O:24])[CH:18]=[CH:17]3)=[CH:10][CH:9]=1)(=[O:6])[NH2:25] |f:0.1.2.3.4,^1:2,3|. Reported procedure: A suspension of 6-[4-carboxyphenyl]-2-(1H)-quinolone disodium salt dihydrate (0.5 g) (see Example 13B) in thionyl chloride (10 cm3) was heated under reflux for 10 minutes. The cooled solution was evaporated in vacuo to afford a yellow solid which was treated without purification with aqueous ammonia solution (5 cm3, S.G. 0.88) with stirring. The solid material was filtered off and warmed with chloroform:methanol, 4:1, to remove soluble impurities and the remaining solid was filtered to afford th...